Dataset: the Open Reaction Database (ORD), a public repository of structured organic reaction records. Task: describe an organic reaction: reactants, conditions, products, and yield Yields the product N1=CC=C(C=C1)CC1(C(C(C2=CC=CC=C12)(O)C1=CC=CC=C1)O)CC1=CC=NC=C1 (3,3-bis(4-pyridinylmethyl)-2,3-dihydro-1-phenyl-1H-indene-1,2-diol). The reagents and catalysts are [Os](=O)(=O)(=O)=O (osmium tetroxide). Reaction SMILES: [N:1]1[CH:6]=[CH:5][C:4]([CH2:7][C:8]2([CH2:23][C:24]3[CH:29]=[CH:28][N:27]=[CH:26][CH:25]=3)[C:16]3[C:11](=[CH:12][CH:13]=[CH:14][CH:15]=3)[C:10]([C:17]3[CH:22]=[CH:21][CH:20]=[CH:19][CH:18]=3)=[CH:9]2)=[CH:3][CH:2]=1.S(=O)(O)[O-:31].[Na+].[OH2:35]>N1C=CC=CC=1.[Os](=O)(=O)(=O)=O>[N:1]1[CH:2]=[CH:3][C:4]([CH2:7][C:8]2([CH2:23][C:24]3[CH:25]=[CH:26][N:27]=[CH:28][CH:29]=3)[C:16]3[C:11](=[CH:12][CH:13]=[CH:14][CH:15]=3)[C:10]([C:17]3[CH:22]=[CH:21][CH:20]=[CH:19][CH:18]=3)([OH:35])[CH:9]2[OH:31])=[CH:5][CH:6]=1 |f:1.2|. Solvent: N1=CC=CC=C1 (pyridine), N1=CC=CC=C1 (pyridine). Procedure details: To a solution of 1,1-Bis(4-pyridinylmethyl)-3-phenyl-1H-indene (1.0 g, 2.7 mmol) in dry pyridine (10 ml) was added osmium tetroxide (1.0 g, 3.9 mmol, dissolved in ether). The mixture was stirred at room temperature and monitored by TLC. After completion of the reaction, sodium bisulfite (2.0 g), water (20 ml), and pyridine (5 ml) was added. The mixture was stirred for 1 h, and extracted three times with chloroform; isopropanol (4:1). The combined extracts were washed with brine, dried over magne... The reactants are N1=CC=C(C=C1)CC1(C=C(C2=CC=CC=C12)C1=CC=CC=C1)CC1=CC=NC=C1 (1,1-Bis(4-pyridinylmethyl)-3-phenyl-1H-indene), S([O-])(O)=O.[Na+] (sodium bisulfite), O (water). Starting materials: C(C)C=1N=C(SC1)C=1C=CC(=NC1)OCCCO (3-[5-(4-ethyl-thiazol-2-yl)-pyridin-2-yloxy]-propan-1-ol), COC([C@@H](C)N1C=CC2=CC(=CC=C12)O)=O ((R)-2-(5-hydroxy-indol-1-yl)-propionic acid methyl ester), C1(=CC=CC=C1)P(C1=CC=CC=C1)C1=CC=CC=C1 (triphenylphosphine), N(=NC(=O)N1CCCCC1)C(=O)N1CCCCC1 (1,1′-(azodicarbonyl)-dipiperidine). Solvent: ClCCl (dichloromethane), ClCCl (dichloromethane). Reaction conditions: temperature 25 celsius, time 18 hour. Yields the product COC([C@@H](C)N1C=CC2=CC(=CC=C12)OCCCOC1=NC=C(C=C1)C=1SC=C(N1)CC)=O ((R)-2-(5-{3-[5-(4-ethyl-thiazol-2-yl)-pyridin-2-yloxy]-propoxy}-indol-1-yl)-propionic acid methyl ester). The yield is 68.2%. RXN SMILES: [CH2:1]([C:3]1[N:4]=[C:5]([C:8]2[CH:9]=[CH:10][C:11]([O:14][CH2:15][CH2:16][CH2:17][OH:18])=[N:12][CH:13]=2)[S:6][CH:7]=1)[CH3:2].[CH3:19][O:20][C:21](=[O:34])[C@H:22]([N:24]1[C:32]2[C:27](=[CH:28][C:29](O)=[CH:30][CH:31]=2)[CH:26]=[CH:25]1)[CH3:23].C1(P(C2C=CC=CC=2)C2C=CC=CC=2)C=CC=CC=1.N(C(N1CCCCC1)=O)=NC(N1CCCCC1)=O>ClCCl>[CH3:19][O:20][C:21](=[O:34])[C@H:22]([N:24]1[C:32]2[C:27](=[CH:28][C:29]([O:18][CH2:17][CH2:16][CH2:15][O:14][C:11]3[CH:10]=[CH:9][C:8]([C:5]4[S:6][CH:7]=[C:3]([CH2:1][CH3:2])[N:4]=4)=[CH:13][N:12]=3)=[CH:30][CH:31]=2)[CH:26]=[CH:25]1)[CH3:23]. Reported procedure: A solution of 3-[5-(4-ethyl-thiazol-2-yl)-pyridin-2-yloxy]-propan-1-ol (Example 73, 7.0 g, 0.025 mol), (R-2-(5-hydroxy-indol-1-yl)-propionic acid methyl ester (Example 8, 4.961 g, 0.023 mol), and triphenylphosphine (7.716 g, 0.029 mol) in dichloromethane (60 mL) was treated with a solution of 1,1′-(azodicarbonyl)-dipiperidine (7.423 g, 0.029 mol) in dichloromethane (45 mL) slowly over 25 minutes while maintaining the temperature around 25° C. The resulting suspension was stirred at rt for 18 h. ... The reactants are C(#N)C(CC(C(=O)OC1=CC=CC=C1)(Cl)Cl)Cl (phenyl 4-cyano-2,2,4-trichlorobutyrate), Cl (HCl), Cl (HCl), Cl (HCl). Solvent: S1(=O)(=O)CCCC1 (sulfolane). Run at temperature 0 celsius, time 5 hour. The product is ClC=1C(=NC(=C(C1)Cl)Cl)O (3,5,6-trichloropyridin-2-ol). Isolated yield 78.0%. As a reaction SMILES: [C:1]([CH:3]([Cl:17])[CH2:4][C:5](Cl)([Cl:15])[C:6](OC1C=CC=CC=1)=[O:7])#[N:2].[ClH:18]>S1(CCCC1)(=O)=O>[Cl:15][C:5]1[C:6]([OH:7])=[N:2][C:1]([Cl:18])=[C:3]([Cl:17])[CH:4]=1. Procedure details: A solution of 40.0 g (0.137 mole) of phenyl 4-cyano-2,2,4-trichlorobutyrate and 190 ml of anhydrous sulfolane in a glass lined pressure reactor was cooled to 0° C. in an ice-water bath, and charged with dry HCl gas (28 g) at 5° C. by passing dry HCl gas therethrough. The reactor was closed and the reaction mixture heated with stirring at 125° C. for 5 hours. After cooling to ambient temperature, the HCl gas was vented off and a clear brown solution was obtained. GLC analysis of the resulting sol... Starting materials: [OH-].[Na+] (sodium hydroxide), ClC=1C=CC2=C(CCC=3C(=NC=CC3)C2=C2CC(N(CC2)OCC)=C=O)C1 (8-chloro-6,11-dihydro-11-(1-ethoxy-carbonyl-4-piperidylidene)-5H-benzo[5,6]cyclohepta[1,2-b]pyridine). Run in C(C)O (ethyl alcohol), C(C)O (ethyl alcohol). Conditions: time 24 hour. The product is C(C)(=O)O.ClC=1C=CC2=C(CCC=3C(=NC=CC3)C2=C2CCNCC2)C1 (8-Chloro-6,11-dihydro-11-(4-piperidylidene)-5H-benzo[5,6]cyclohepta[1,2-b]pyridine acetic acid salt). Reaction SMILES: [OH-:1].[Na+].[Cl:3][C:4]1[CH:5]=[CH:6][C:7]2[C:17](=[C:18]3[CH2:23][CH2:22][N:21](OCC)[C:20](=[C:27]=[O:28])[CH2:19]3)[C:12]3=[N:13][CH:14]=[CH:15][CH:16]=[C:11]3[CH2:10][CH2:9][C:8]=2[CH:29]=1>C(O)C>[C:27]([OH:28])(=[O:1])[CH3:20].[Cl:3][C:4]1[CH:5]=[CH:6][C:7]2[C:17](=[C:18]3[CH2:19][CH2:20][NH:21][CH2:22][CH2:23]3)[C:12]3=[N:13][CH:14]=[CH:15][CH:16]=[C:11]3[CH2:10][CH2:9][C:8]=2[CH:29]=1 |f:0.1,4.5|. Reported procedure: To 12 grams of sodium hydroxide in 30 mL ethyl alcohol (70%) add 6 grams of 8-chloro-6,11-dihydro-11-(1-ethoxy-carbonyl-4-piperidylidene)-5H-benzo[5,6]cyclohepta[1,2-b]pyridine (prepared as described in U.S. Pat. No. 4,282,233) and reflux with stirring for 24 hours. After about the first 6-8 hours an additional 30 mL of 70% ethyl alcohol may be added. Starting materials: O (water), C(C1=CC=CC=C1)OC1=CC=C(N)C=C1 (4-(benzyloxy)aniline), ClC1=NC=C(C=C1[N+](=O)[O-])F (2-chloro-5-fluoro-3-nitropyridine), C(=O)([O-])[O-].[K+].[K+] (K2CO3). The reagents and catalysts are [Pt] (Pt/C). The solvent is CN(C)C=O (DMF), CCO (EtOH). Reaction conditions: temperature 120 celsius, time 5 hour. Product: C(C1=CC=CC=C1)OC1=CC=C(C=C1)NC1=NC=C(C=C1N)F (N2-[4-(benzyloxy)phenyl]-5-fluoropyridine-2,3-diamine). Isolated yield 24.3%. As a reaction SMILES: [CH2:1]([O:8][C:9]1[CH:15]=[CH:14][C:12]([NH2:13])=[CH:11][CH:10]=1)[C:2]1[CH:7]=[CH:6][CH:5]=[CH:4][CH:3]=1.Cl[C:17]1[C:22]([N+:23]([O-])=O)=[CH:21][C:20]([F:26])=[CH:19][N:18]=1.C([O-])([O-])=O.[K+].[K+].O>CN(C=O)C.CCO.[Pt]>[CH2:1]([O:8][C:9]1[CH:10]=[CH:11][C:12]([NH:13][C:17]2[C:22]([NH2:23])=[CH:21][C:20]([F:26])=[CH:19][N:18]=2)=[CH:14][CH:15]=1)[C:2]1[CH:3]=[CH:4][CH:5]=[CH:6][CH:7]=1 |f:2.3.4|. Procedure details: A mixture of 4-(benzyloxy)aniline (2.26 g), 2-chloro-5-fluoro-3-nitropyridine (2 g) and K2CO3 (3.13 g) in DMF (20 mL) was stirred at 120° C. for 5 h, treated with water, and extracted with AcOEt. The organic layer was dried over MgSO4 and concentrated in vacuo. The residue was suspended in IPE and collected by filtration. The solid obtained above was dissolved in EtOH (20 mL), and Pt/C (2 g) was added. Under H2 atmosphere, the mixture was stirred for 1 h, filtered and evaporated. The residue was... Reactants: CC(CCCCC)NCC=1C=NC=CC1 (N-(1-methylhexyl)-[(3-pyridyl)methyl]amine), C(C)O (ethanol), ClCCN=C=S (2-chloroethylisothiocyanate). Solvent: C(C)N(CC)CC (triethylamine). Run at time 8 hour. The product is CC(CCCCC)N(C=1SCCN1)CC=1C=NC=CC1 (N-(1-Methylhexyl)-N-(4,5-dihydro-2-thiazolyl)[(3-pyridyl)methyl]amine). Isolated yield 91.0%. As a reaction SMILES: [CH3:1][CH:2]([NH:8][CH2:9][C:10]1[CH:11]=[N:12][CH:13]=[CH:14][CH:15]=1)[CH2:3][CH2:4][CH2:5][CH2:6][CH3:7].C(O)C.Cl[CH2:20][CH2:21][N:22]=[C:23]=[S:24]>C(N(CC)CC)C>[CH3:1][CH:2]([N:8]([CH2:9][C:10]1[CH:11]=[N:12][CH:13]=[CH:14][CH:15]=1)[C:23]1[S:24][CH2:20][CH2:21][N:22]=1)[CH2:3][CH2:4][CH2:5][CH2:6][CH3:7]. Procedure details: To 3.1 g. of N-(1-methylhexyl)-[(3-pyridyl)methyl]amine dissolved in approximately 20 ml. of ethanol-free chloroform was added 1.8 g. of 2-chloroethylisothiocyanate followed by 2.08 ml. of triethylamine. The reaction mixture was stirred at room temperature overnight and then refluxed for approximately 4 hours. The solvent was evaporated under reduced pressure and the residue was chromatographed over silica gel while eluting with chloroform/acetone to afford approximately 4.0 g. of the desired pr... Reactants: CS(C)=O, CCOC(C)=O, ClCCN1CCCC1, Cl, [K+], [OH-], O, O=Cc1cccc(O)c1. Product: O=Cc1cccc(OCCN2CCCC2)c1. RXN SMILES: [CH3:12][S:13]([CH3:14])=[O:15].[CH3:25][CH2:26][O:27][C:28](=[O:29])[CH3:30].[Cl:17][CH2:18][CH2:19][N:20]1[CH2:21][CH2:22][CH2:23][CH2:24]1.[ClH:16].[K+:11].[OH-:10].[OH2:31].[OH:1][c:2]1[cH:3][c:4]([CH:5]=[O:6])[cH:7][cH:8][cH:9]1>>[O:1]([c:2]1[cH:3][c:4]([CH:5]=[O:6])[cH:7][cH:8][cH:9]1)[CH2:18][CH2:19][N:20]1[CH2:21][CH2:22][CH2:23][CH2:24]1. Reaction SMILES: [CH3:24][C:25]([Cl:26])=[O:27].[Cl:1][c:2]1[cH:3][cH:4][c:5](-[c:8]2[o:9][c:10]3[c:11]([n:12]2)[cH:13][c:14](-[c:17]2[cH:18][cH:19][c:20]([NH2:23])[n:21][cH:22]2)[cH:15][cH:16]3)[cH:6][cH:7]1.[OH2:28].[cH:29]1[cH:30][cH:31][n:32][cH:33][cH:34]1>>[Cl:1][c:2]1[cH:3][cH:4][c:5](-[c:8]2[o:9][c:10]3[c:11]([n:12]2)[cH:13][c:14](-[c:17]2[cH:18][cH:19][c:20]([NH:23][C:25]([CH3:24])=[O:27])[n:21][cH:22]2)[cH:15][cH:16]3)[cH:6][cH:7]1. Starting materials: CC(=O)Cl, Nc1ccc(-c2ccc3oc(-c4ccc(Cl)cc4)nc3c2)cn1, O, c1ccncc1. Product: CC(=O)Nc1ccc(-c2ccc3oc(-c4ccc(Cl)cc4)nc3c2)cn1. As a reaction SMILES: [CH3:16][c:17]1[cH:18][cH:19][cH:20][cH:21][cH:22]1.[N+:1](=[O:2])([O-:3])[c:4]1[cH:5][n:6][cH:7][cH:8][c:9]1[OH:10].[P:11]([Cl:12])([Cl:13])([Cl:14])=[O:15]>>[N+:1](=[O:2])([O-:3])[c:4]1[cH:5][n:6][cH:7][cH:8][c:9]1[Cl:13]. Product: O=[N+]([O-])c1cnccc1Cl. The reactants are Cc1ccccc1, O=[N+]([O-])c1cnccc1O, O=P(Cl)(Cl)Cl. Reactants: O=C1OC(=O)c2ccccc21, CC(=O)O, Cc1cc(N)cc(O)c1, O. Product: Cc1cc(O)cc(N2C(=O)c3ccccc3C2=O)c1. RXN SMILES: [C:10]1(=[O:20])[c:11]2[c:12]([cH:16][cH:17][cH:18][cH:19]2)[C:13](=[O:14])[O:15]1.[CH3:22][C:23](=[O:24])[OH:25].[NH2:1][c:2]1[cH:3][c:4]([OH:9])[cH:5][c:6]([CH3:8])[cH:7]1.[OH2:21]>>[N:1]1([c:2]2[cH:3][c:4]([OH:9])[cH:5][c:6]([CH3:8])[cH:7]2)[C:10](=[O:15])[c:11]2[c:12]([cH:16][cH:17][cH:18][cH:19]2)[C:13]1=[O:14].